From a dataset of the Open Reaction Database (ORD), a public repository of structured organic reaction records. describe an organic reaction: reactants, conditions, products, and yield The reactants are NC1=CC=C(C=C1)C(C(F)(F)F)=O (1-(4-aminophenyl)-2,2,2-trifluoroethanone), ICl (iodine monochloride), C(=O)(O)[O-].[Na+] (NaHCO3). Solvent: Cl (HCl). Run at time 2 hour. Yields the product NC1=C(C=C(C=C1)C(C(F)(F)F)=O)I (1-(4-Amino-3-iodophenyl)-2,2,2-trifluoroethanone). Yield: 65.6%. RXN SMILES: [NH2:1][C:2]1[CH:7]=[CH:6][C:5]([C:8](=[O:13])[C:9]([F:12])([F:11])[F:10])=[CH:4][CH:3]=1.[I:14]Cl.C([O-])(O)=O.[Na+]>Cl>[NH2:1][C:2]1[CH:7]=[CH:6][C:5]([C:8](=[O:13])[C:9]([F:10])([F:11])[F:12])=[CH:4][C:3]=1[I:14] |f:2.3|. Procedure details: To a stirred solution of 1-(4-aminophenyl)-2,2,2-trifluoroethanone (1.0 g, 5.28 mmol) in 1M aqueous HCl solution (70 mL) was added iodine monochloride (0.77 g, 4.76 mmol). The reaction mixture was stirred at r.t. for 2 h, then basified with the addition of aqueous sat. NaHCO3 solution and extracted with EtOAc (2×100 mL). The combined organic fractions were dried (Na2SO4), filtered and concentrated in vacuo. Purification by column chromatography (SiO2, 15-20% EtOAc/hexanes) gave the title compoun... The reactants are C(C)OC(=O)N1CC2=C(N=NC(=C2)Cl)CC1 (3-chloro-5,6,7,8-tetrahydro-6-pyrido[4,3-c]pyridazinecarboxylic acid ethyl ester), O.NN (hydrazine hydrate). The product is C(C)OC(=O)N1CC2=C(N=NC(=C2)NN)CC1 (3-Hydrazino-5,6,7,8-tetrahydro-6-pyrido[4,3-c]pyridazinecarboxylic acid ethyl ester). Reaction SMILES: [CH2:1]([O:3][C:4]([N:6]1[CH2:16][CH2:15][C:9]2[N:10]=[N:11][C:12](Cl)=[CH:13][C:8]=2[CH2:7]1)=[O:5])[CH3:2].O.[NH2:18][NH2:19]>>[CH2:1]([O:3][C:4]([N:6]1[CH2:16][CH2:15][C:9]2[N:10]=[N:11][C:12]([NH:18][NH2:19])=[CH:13][C:8]=2[CH2:7]1)=[O:5])[CH3:2] |f:1.2|. Procedure: 113 g of 3-chloro-5,6,7,8-tetrahydro-6-pyrido[4,3-c]pyridazinecarboxylic acid ethyl ester and 470 cc of hydrazine hydrate are stirred at reflux at a bath temperature of 110° for 1 hour. The title compound has a M.P. of 145°-147° (decomp., from absolute ethanol). Reactants: C=Cc1ccccc1, CS(=O)(=O)O, Cc1ccccc1, Cl[SiH](Cl)Cl, [Pt]. Product: Cl[Si](Cl)(Cl)CCc1ccccc1. RXN SMILES: [CH2:1]=[CH:2][c:3]1[cH:4][cH:5][cH:6][cH:7][cH:8]1.[CH3:13][S:14](=[O:15])(=[O:16])[OH:17].[CH3:19][c:20]1[cH:21][cH:22][cH:23][cH:24][cH:25]1.[Cl:9][SiH:10]([Cl:11])[Cl:12].[Pt:18]>>[CH2:1]([CH2:2][c:3]1[cH:4][cH:5][cH:6][cH:7][cH:8]1)[Si:10]([Cl:9])([Cl:11])[Cl:12].